This data is from the Open Reaction Database (ORD), a public repository of structured organic reaction records. The task is: describe an organic reaction: reactants, conditions, products, and yield Starting materials: CS(=O)(=O)Cl, ClCCl, Cl, N#CC(CF)(CCCO)N1C(=O)c2ccccc2C1=O, c1ccncc1. The product is CS(=O)(=O)OCCCC(C#N)(CF)N1C(=O)c2ccccc2C1=O. As a reaction SMILES: [CH3:27][S:28](=[O:29])(=[O:30])[Cl:31].[Cl:33][CH2:34][Cl:35].[ClH:32].[F:1][CH2:2][C:3]([C:4]#[N:5])([CH2:6][CH2:7][CH2:8][OH:9])[N:10]1[C:11](=[O:20])[c:12]2[c:13]([cH:16][cH:17][cH:18][cH:19]2)[C:14]1=[O:15].[cH:21]1[cH:22][cH:23][n:24][cH:25][cH:26]1>>[F:1][CH2:2][C:3]([C:4]#[N:5])([CH2:6][CH2:7][CH2:8][O:9][S:28]([CH3:27])(=[O:29])=[O:30])[N:10]1[C:11](=[O:20])[c:12]2[c:13]([cH:16][cH:17][cH:18][cH:19]2)[C:14]1=[O:15]. Product: CNCc1ccccc1-c1ccc(C(F)(F)F)cc1. Starting materials: [BH4-], C1CCOC1, CNC(=O)c1ccccc1-c1ccc(C(F)(F)F)cc1, CO, I, [Na+]. As a reaction SMILES: [BH4-:21].[CH2:26]1[O:27][CH2:28][CH2:29][CH2:30]1.[CH3:1][NH:2][C:3](=[O:4])[c:5]1[c:6](-[c:11]2[cH:12][cH:13][c:14]([C:17]([F:18])([F:19])[F:20])[cH:15][cH:16]2)[cH:7][cH:8][cH:9][cH:10]1.[CH3:24][OH:25].[I:23].[Na+:22]>>[CH3:1][NH:2][CH2:3][c:5]1[c:6](-[c:11]2[cH:12][cH:13][c:14]([C:17]([F:18])([F:19])[F:20])[cH:15][cH:16]2)[cH:7][cH:8][cH:9][cH:10]1. Reactants: FC1=C(C=C(C(=C1)OC1=CC(=NC=C1)NC(=O)N1CC(C1)O)F)NC(=O)CC1(CC1)CC(=O)NC1=CC=C(C=C1)F (N-{2,5-Difluoro-4-[(2-{[(3-hydroxyazetidin-1-yl)carbonyl]amino}pyridin-4-yl)oxy]phenyl}-N′-(4-fluorophenyl)cyclopropane-1,1-dicarboxyamide), O.C1(=CC=C(C=C1)S(=O)(=O)O)C (p-Toluenesulfonic acid monohydrate). The solvent is C(C)O (Ethanol), C(C)O (ethanol). Conditions: time 25 minute. The product is CC1=CC=C(C=C1)S(=O)(=O)O.FC1=C(C=C(C(=C1)OC1=CC(=NC=C1)NC(=O)N1CC(C1)O)F)NC(=O)CC1(CC1)CC(=O)NC1=CC=C(C=C1)F (N-{2,5-Difluoro-4-[(2-{[(3-hydroxyazetidin-1-yl)carbonyl]amino}pyridin-4-yl)oxy]phenyl}-N′-(4-fluorophenyl)cyclopropane-1,1-dicarboxyamide 4-methylbenzenesulfonate). Isolated yield 74.1%. Reaction SMILES: [F:1][C:2]1[CH:7]=[C:6]([O:8][C:9]2[CH:14]=[CH:13][N:12]=[C:11]([NH:15][C:16]([N:18]3[CH2:21][CH:20]([OH:22])[CH2:19]3)=[O:17])[CH:10]=2)[C:5]([F:23])=[CH:4][C:3]=1[NH:24][C:25]([CH2:27][C:28]1([CH2:31][C:32]([NH:34][C:35]2[CH:40]=[CH:39][C:38]([F:41])=[CH:37][CH:36]=2)=[O:33])[CH2:30][CH2:29]1)=[O:26].O.[C:43]1([CH3:53])[CH:48]=[CH:47][C:46]([S:49]([OH:52])(=[O:51])=[O:50])=[CH:45][CH:44]=1>C(O)C>[CH3:53][C:43]1[CH:44]=[CH:45][C:46]([S:49]([OH:52])(=[O:51])=[O:50])=[CH:47][CH:48]=1.[F:1][C:2]1[CH:7]=[C:6]([O:8][C:9]2[CH:14]=[CH:13][N:12]=[C:11]([NH:15][C:16]([N:18]3[CH2:19][CH:20]([OH:22])[CH2:21]3)=[O:17])[CH:10]=2)[C:5]([F:23])=[CH:4][C:3]=1[NH:24][C:25]([CH2:27][C:28]1([CH2:31][C:32]([NH:34][C:35]2[CH:36]=[CH:37][C:38]([F:41])=[CH:39][CH:40]=2)=[O:33])[CH2:30][CH2:29]1)=[O:26] |f:1.2,4.5|. Procedure details: N-{2,5-Difluoro-4-[(2-{[(3-hydroxyazetidin-1-yl)carbonyl]amino}pyridin-4-yl)oxy]phenyl}-N′-(4-fluorophenyl)cyclopropane-1,1-dicarboxyamide (34.2 mg) was suspended in ethanol (0.342 ml). p-Toluenesulfonic acid monohydrate (13.2 mg) was added at room temperature to form a solution, which was then stirred at room temperature for 90 hours and 25 minutes. Ethanol (1 ml) was added, and the precipitate was collected by filtration and washed with tert-butyl methyl ether (1 ml, three times). It was then ... Starting materials: Cl (hydrochloric acid), FC(S(=O)(=O)OS(=O)(=O)C(F)(F)F)(F)F (Trifluoromethanesulfonic anhydride), ice, BrC1=CC(=C(C=C1)O)C(C)C (4-bromo-2-isopropylphenol), N1=CC=CC=C1 (pyridine). The solvent is C(C)(=O)OCC (ethyl acetate), C(Cl)Cl (methylene chloride). Conditions: time 10 minute. The product is FC(S(=O)(=O)OC1=C(C=C(C=C1)Br)C(C)C)(F)F (4-bromo-2-isopropylphenyl trifluoromethanesulfonate). As a reaction SMILES: [F:1][C:2]([F:15])([F:14])[S:3]([O:6]S(C(F)(F)F)(=O)=O)(=[O:5])=[O:4].[Br:16][C:17]1[CH:22]=[CH:21][C:20](O)=[C:19]([CH:24]([CH3:26])[CH3:25])[CH:18]=1.N1C=CC=CC=1.Cl>C(Cl)Cl.C(OCC)(=O)C>[F:1][C:2]([F:15])([F:14])[S:3]([O:6][C:20]1[CH:21]=[CH:22][C:17]([Br:16])=[CH:18][C:19]=1[CH:24]([CH3:26])[CH3:25])(=[O:5])=[O:4]. Procedure details: Trifluoromethanesulfonic anhydride (0.469 mL) was added to an ice-cooled mixture of 4-bromo-2-isopropylphenol (0.5 g) and pyridine (0.28 mL) in methylene chloride (5 mL). The mixture was stirred for 10 minutes, and poured into a mixture of ethyl acetate and 1 mol/L hydrochloric acid. The organic layer was separated, washed with water and brine, and dried over anhydrous magnesium sulfate. The solvent was evaporated under reduced pressure, and the residue was purified by silica gel column chromato... Reactants: C1(=C(C=CC=C1)N1CCN(CC1)CCCCN1C(C2=CC=CC=C2C1=O)=O)C1=CC=CC=C1 (2-[4-(4-biphenyl-2-yl-piper-azin-1-yl)-butyl]-isoindolin-1,3-dione), O.NN (hydrazine-hydrate). Solvent: C(C)O (ethanol). Product: C1(=C(C=CC=C1)N1CCN(CC1)CCCCN)C1=CC=CC=C1 (4-(4-biphenyl-2-yl-piperazin-1-yl)-butylamine). Reaction SMILES: [C:1]1([C:28]2[CH:33]=[CH:32][CH:31]=[CH:30][CH:29]=2)[CH:6]=[CH:5][CH:4]=[CH:3][C:2]=1[N:7]1[CH2:12][CH2:11][N:10]([CH2:13][CH2:14][CH2:15][CH2:16][N:17]2C(=O)C3C(=CC=CC=3)C2=O)[CH2:9][CH2:8]1.O.NN>C(O)C>[C:1]1([C:28]2[CH:29]=[CH:30][CH:31]=[CH:32][CH:33]=2)[CH:6]=[CH:5][CH:4]=[CH:3][C:2]=1[N:7]1[CH2:8][CH2:9][N:10]([CH2:13][CH2:14][CH2:15][CH2:16][NH2:17])[CH2:11][CH2:12]1 |f:1.2|. Procedure: Batch size: 20.8 g (47.3 mol) 2-[4-(4-biphenyl-2-yl-piper-azin-1-yl)-butyl]-isoindolin-1,3-dione and 4.6 ml (94.6 mmol) hydrazine-hydrate in 185 ml ethanol. The reactants are O=C(Br)C(Br)CCCl, CC#N, N#Cc1ccc(N)cc1, [Na+], [OH-]. The product is N#Cc1ccc(N2CCC(Br)C2=O)cc1. RXN SMILES: [Br:1][CH:2]([C:3](=[O:4])[Br:8])[CH2:6][CH2:7][Cl:5].[CH3:20][C:21]#[N:22].[NH2:9][c:10]1[cH:11][cH:12][c:13]([C:14]#[N:15])[cH:16][cH:17]1.[Na+:19].[OH-:18]>>[Br:1][CH:2]1[C:3](=[O:4])[N:9]([c:10]2[cH:11][cH:12][c:13]([C:14]#[N:15])[cH:16][cH:17]2)[CH2:7][CH2:6]1. Reactants: Cl (hydrochloric acid), C(C)OC(CP(=O)(OCC)OCC)=O (diethylphosphonoacetic acid ethyl ester), [H-].[Na+] (sodium hydride), CC(C#C/C=C/CBr)(C)C ((E)-6,6-dimethyl-2-hepten-4-ynyl bromide). Run in C(C)O (ethanol), C(C)O (ethanol). Product: C(C)OC(C(C\C=C\C#CC(C)(C)C)P(=O)(OCC)OCC)=O ((E)-diethylphosphono-(6,6-dimethyl-2-hepten-4-ynyl)acetic acid ethyl ester). Isolated yield 66.8%. Reaction SMILES: [CH2:1]([O:3][C:4](=[O:14])[CH2:5][P:6]([O:11][CH2:12][CH3:13])([O:8][CH2:9][CH3:10])=[O:7])[CH3:2].[H-].[Na+].[CH3:17][C:18]([CH3:26])([CH3:25])[C:19]#[C:20]/[CH:21]=[CH:22]/[CH2:23]Br.Cl>C(O)C>[CH2:1]([O:3][C:4](=[O:14])[CH:5]([P:6]([O:8][CH2:9][CH3:10])([O:11][CH2:12][CH3:13])=[O:7])[CH2:23]/[CH:22]=[CH:21]/[C:20]#[C:19][C:18]([CH3:26])([CH3:25])[CH3:17])[CH3:2] |f:1.2|. Procedure: 3.34 g of diethylphosphonoacetic acid ethyl ester is dissolved in 40 ml of ethanol, 594 mg of 60% oily sodium hydride is added under ice cooling and stirring, and ethanol solution (10 ml) of 600 mg of (E)-6,6-dimethyl-2-hepten-4-ynyl bromide is added dropwise, and the mixture is stirred for 5 hours. The reaction solution is neutralized with 1N hydrochloric acid and then concentrated under reduced pressure, the residue is dissolved in a mixture of water with ethyl acetate, the organic layer is ta... The reactants are II (Iodine), NC1=CC=C(C#N)C=C1 (4-aminobenzonitrile). The reagents and catalysts are S(=O)(=O)([O-])[O-].[Ag+2] (silver sulphate). The solvent is C(C)O (ethanol). Conditions: time 18 hour. Yields the product NC1=C(C=C(C#N)C=C1)I (4-amino-3-iodobenzonitrile). Isolated yield 35.8%. RXN SMILES: [I:1]I.[NH2:3][C:4]1[CH:11]=[CH:10][C:7]([C:8]#[N:9])=[CH:6][CH:5]=1>C(O)C.S([O-])([O-])(=O)=O.[Ag+2]>[NH2:3][C:4]1[CH:11]=[CH:10][C:7]([C:8]#[N:9])=[CH:6][C:5]=1[I:1] |f:3.4|. Reported procedure: Iodine (0.645 g; 2.54 mmol) was added to a stirred mixture of silver sulphate (0.791 g; 2.54 mmol) and 4-aminobenzonitrile (0.300 g; 2.54 mmol) in ethanol (10 mL). The reaction mixture was stirred at room temperature for 18 hours and filtered over celite. The volatiles were removed under reduced pressure and the residue was partitioned between ethyl acetate and a saturated aqueous solution of sodium thiosulphate. The organic layer was washed with brine, dried and concentrated under reduced press... Starting materials: 2A, BrCCC1CC1 ((2-bromoethyl)cyclopropane), BrC(C1=CC=CC=C1)C1=CC=CC=C1 (1,1′-(bromomethylene)dibenzene), N1C(=O)C(=O)C2=CC=CC=C12 (isatin), CC=1C=C2C(C(NC2=CC1)=O)=O (5-methylisatin). The product is C1(=CC=CC=C1)C(N1C(C(C2=CC(=CC=C12)C)=O)=O)C1=CC=CC=C1 (1-(diphenylmethyl)-5-methyl-1H-indole-2,3-dione). As a reaction SMILES: N1C2C(=CC=CC=2)C(=O)C1=O.[CH3:12][C:13]1[CH:14]=[C:15]2[C:19](=[CH:20][CH:21]=1)[NH:18][C:17](=[O:22])[C:16]2=[O:23].BrCCC1CC1.Br[CH:31]([C:38]1[CH:43]=[CH:42][CH:41]=[CH:40][CH:39]=1)[C:32]1[CH:37]=[CH:36][CH:35]=[CH:34][CH:33]=1>>[C:32]1([CH:31]([C:38]2[CH:39]=[CH:40][CH:41]=[CH:42][CH:43]=2)[N:18]2[C:19]3[C:15](=[CH:14][C:13]([CH3:12])=[CH:21][CH:20]=3)[C:16](=[O:23])[C:17]2=[O:22])[CH:37]=[CH:36][CH:35]=[CH:34][CH:33]=1. Procedure details: Following the procedure as described in PREPARATION 2A, and making non-critical variations to replace isatin with 5-methylisatin, and (2-bromoethyl)cyclopropane with 1,1′-(bromomethylene)dibenzene, the title compound was obtained (74%) as a bright orange solid: 1H NMR (300 MHz, CDCl3) δ 7.42-7.26 (m, 11H), 7.09 (d, 1H), 6.95 (s, 1H), 6.37 (d, 1H), 2.24 (s, 3H). Starting materials: CCO, CC1(C)OCc2cc(C3CN(CCCCCCOCCCCc4cccc(SC5CCCC5)c4)C(=O)O3)ccc2O1, [O-][I+3]([O-])([O-])[O-], [Na+], O. The product is CC1(C)OCc2cc(C3CN(CCCCCCOCCCCc4cccc(S(=O)C5CCCC5)c4)C(=O)O3)ccc2O1. RXN SMILES: [CH3:48][CH2:49][OH:50].[CH:7]1([S:12][c:13]2[cH:14][c:15]([CH2:19][CH2:20][CH2:21][CH2:22][O:23][CH2:24][CH2:25][CH2:26][CH2:27][CH2:28][CH2:29][N:30]3[C:31](=[O:47])[O:32][CH:33]([c:35]4[cH:36][c:37]5[c:38]([cH:45][cH:46]4)[O:39][C:40]([CH3:43])([CH3:44])[O:41][CH2:42]5)[CH2:34]3)[cH:16][cH:17][cH:18]2)[CH2:8][CH2:9][CH2:10][CH2:11]1.[I+3:1]([O-:2])([O-:3])([O-:4])[O-:5].[Na+:6].[OH2:51]>>[O:2]=[S:12]([CH:7]1[CH2:8][CH2:9][CH2:10][CH2:11]1)[c:13]1[cH:14][c:15]([CH2:19][CH2:20][CH2:21][CH2:22][O:23][CH2:24][CH2:25][CH2:26][CH2:27][CH2:28][CH2:29][N:30]2[C:31](=[O:47])[O:32][CH:33]([c:35]3[cH:36][c:37]4[c:38]([cH:45][cH:46]3)[O:39][C:40]([CH3:43])([CH3:44])[O:41][CH2:42]4)[CH2:34]2)[cH:16][cH:17][cH:18]1.